Task: describe an organic reaction: reactants, conditions, products, and yield. Dataset: the Open Reaction Database (ORD), a public repository of structured organic reaction records Reactants: OC1=NCCCCC1, COC, CO, NNc1ccccc1, N. The product is c1ccc(NN=C2CCCCCN2)cc1. As a reaction SMILES: [C:4]1([OH:11])=[N:10][CH2:9][CH2:8][CH2:7][CH2:6][CH2:5]1.[CH3:1][O:2][CH3:3].[CH3:21][OH:22].[NH2:12][NH:13][c:14]1[cH:15][cH:16][cH:17][cH:18][cH:19]1.[NH3:20]>>[C:4]1(=[N:12][NH:13][c:14]2[cH:15][cH:16][cH:17][cH:18][cH:19]2)[CH2:5][CH2:6][CH2:7][CH2:8][CH2:9][NH:10]1. The reactants are solution, CN (methyl amine), Cl.ClC1=NC2=C(C3=NC4=CC=CC(=C4C(N31)=O)F)C=CN2S(=O)(=O)C2=CC=C(C=C2)C (5-chloro-8-fluoro-3-[(4-methylphenyl)sulfonyl]pyrrolo[2′,3′:4,5]pyrimido[6,1-b]quinazolin-7(3H)-one HCl salt), NC=1C(=CC(=C(C1)N(C(CN(C)C)=O)C)C)OC (N1-[5-amino-2-methyl-4-(methyloxy)phenyl]-N1,N2,N2-trimethylglycinamide). Run in CCOC(=O)C (EtOAc), C1CCOC1 (THF), FC(CO)(F)F (2,2,2-trifluoroethanol), C1CCOC1 (THF). Run at temperature 50 celsius, time 90 minute. Product: CN(CC(=O)N(C=1C(=CC(=C(C1)NC1=NC(=C2C(N1)=NC=C2)NC2=C(C(=O)NC)C(=CC=C2)F)OC)C)C)C (2-[(2-{[5-[(N,N-dimethylglycyl)(methyl)amino]-4-methyl-2-(methyloxy)phenyl]amino}-1H-pyrrolo[2,3-d]pyrimidin-4-yl)amino]-6-fluoro-N-methylbenzamide). Reaction SMILES: Cl.Cl[C:3]1[N:16]2[C:7](=[N:8][C:9]3[C:14]([C:15]2=[O:17])=[C:13]([F:18])[CH:12]=[CH:11][CH:10]=3)[C:6]2[CH:19]=[CH:20][N:21](S(C3C=CC(C)=CC=3)(=O)=O)[C:5]=2[N:4]=1.[NH2:32][C:33]1[C:34]([O:48][CH3:49])=[CH:35][C:36]([CH3:47])=[C:37]([N:39]([CH3:46])[C:40](=[O:45])[CH2:41][N:42]([CH3:44])[CH3:43])[CH:38]=1.[CH3:50][NH2:51]>FC(F)(F)CO.C1COCC1.CCOC(C)=O>[CH3:43][N:42]([CH3:44])[CH2:41][C:40]([N:39]([CH3:46])[C:37]1[C:36]([CH3:47])=[CH:35][C:34]([O:48][CH3:49])=[C:33]([NH:32][C:3]2[NH:4][C:5]3=[N:21][CH:20]=[CH:19][C:6]3=[C:7]([NH:8][C:9]3[CH:10]=[CH:11][CH:12]=[C:13]([F:18])[C:14]=3[C:15]([NH:51][CH3:50])=[O:17])[N:16]=2)[CH:38]=1)=[O:45] |f:0.1|. Reported procedure: To a suspension of 5-chloro-8-fluoro-3-[(4-methylphenyl)sulfonyl]pyrrolo[2′,3′:4,5]pyrimido[6,1-b]quinazolin-7(3H)-one HCl salt (0.5 g, 1.04 mmol) in 2,2,2-trifluoroethanol (10 mL) was added N1-[5-amino-2-methyl-4-(methyloxy)phenyl]-N1,N2,N2-trimethylglycinamide (0.275 g, 1.10 mmol). The resulting mixture was let stir at 50° C. for 90 min. Solvents were then removed under reduced pressure to afford a brown residue. Half of this material was dissolved in THF (10 mL) and a 2M solution of methyl am... Starting materials: FC1CNCC1CNC1CC1, COc1c(F)c(F)c(N)c2c(=O)c(C(=O)O)cn(C3CC3F)c12. Product: COc1c(N2CC(F)C(CNC3CC3)C2)c(F)c(N)c2c(=O)c(C(=O)O)cn(C3CC3F)c12. RXN SMILES: [CH:24]1([NH:27][CH2:28][CH:29]2[CH2:30][NH:31][CH2:32][CH:33]2[F:34])[CH2:25][CH2:26]1.[NH2:1][c:2]1[c:3]2[c:4](=[O:23])[c:5]([C:20](=[O:21])[OH:22])[cH:6][n:7]([CH:16]3[CH:17]([F:19])[CH2:18]3)[c:8]2[c:9]([O:14][CH3:15])[c:10]([F:13])[c:11]1[F:12]>>[NH2:1][c:2]1[c:3]2[c:4](=[O:23])[c:5]([C:20](=[O:21])[OH:22])[cH:6][n:7]([CH:16]3[CH:17]([F:19])[CH2:18]3)[c:8]2[c:9]([O:14][CH3:15])[c:10]([N:31]2[CH2:30][CH:29]([CH2:28][NH:27][CH:24]3[CH2:25][CH2:26]3)[CH:33]([F:34])[CH2:32]2)[c:11]1[F:12]. Reactants: [OH-].[K+] (KOH), S(=O)(=O)(OC)OC (dimethyl sulfate), OC1=C(C=CC(=C1)OCC(COCCCC)O)C1=NC(=NC(=N1)C1=C(C=C(C=C1)OCC(COCCCC)O)O)C1=C(C=C(C=C1)OCC(COCCCC)O)O (2,4,6-tris[2-hydroxy-4-(3-n-butoxy-2-hydroxypropoxy)phenyl]-1,3,5-triazine). Solvent: COCCOCCOC (diglyme). Conditions: temperature 80 celsius. Yields the product OC1=C(C=CC(=C1)OCC(COCCCC)O)C1=NC(=NC(=N1)C1=C(C=C(C=C1)OCC(COCCCC)O)O)C1=C(C=C(C=C1)OCC(COCCCC)O)OC (2,4-bis[2-hydroxy-4-(3-n-butoxy-2-hydroxypropoxy)phenyl]-6-[2-methoxy-4-(3-n-butoxy-2-hydroxypropoxy)phenyl]-1,3,5-triazine). Yield: 57.6%. RXN SMILES: [OH:1][C:2]1[CH:7]=[C:6]([O:8][CH2:9][CH:10]([OH:17])[CH2:11][O:12][CH2:13][CH2:14][CH2:15][CH3:16])[CH:5]=[CH:4][C:3]=1[C:18]1[N:23]=[C:22]([C:24]2[CH:29]=[CH:28][C:27]([O:30][CH2:31][CH:32]([OH:39])[CH2:33][O:34][CH2:35][CH2:36][CH2:37][CH3:38])=[CH:26][C:25]=2[OH:40])[N:21]=[C:20]([C:41]2[CH:46]=[CH:45][C:44]([O:47][CH2:48][CH:49]([OH:56])[CH2:50][O:51][CH2:52][CH2:53][CH2:54][CH3:55])=[CH:43][C:42]=2[OH:57])[N:19]=1.[OH-].[K+].S(OC)(O[CH3:64])(=O)=O>COCCOCCOC>[OH:57][C:42]1[CH:43]=[C:44]([O:47][CH2:48][CH:49]([OH:56])[CH2:50][O:51][CH2:52][CH2:53][CH2:54][CH3:55])[CH:45]=[CH:46][C:41]=1[C:20]1[N:21]=[C:22]([C:24]2[CH:29]=[CH:28][C:27]([O:30][CH2:31][CH:32]([OH:39])[CH2:33][O:34][CH2:35][CH2:36][CH2:37][CH3:38])=[CH:26][C:25]=2[OH:40])[N:23]=[C:18]([C:3]2[CH:4]=[CH:5][C:6]([O:8][CH2:9][CH:10]([OH:17])[CH2:11][O:12][CH2:13][CH2:14][CH2:15][CH3:16])=[CH:7][C:2]=2[O:1][CH3:64])[N:19]=1 |f:1.2|. Procedure details: A mixture of 11.9 g (15.0 mmol) of 2,4,6-tris[2-hydroxy-4-(3-n-butoxy-2-hydroxypropoxy)phenyl]-1,3,5-triazine in 80 ml of diglyme (Fluka 99.5%) is heated under nitrogen to 80° C. To the solution there are added in succession 1.0 g (15.1 mmol) of pulverized KOH (Fluka, 85%) and 2.5 g (19.8 mmol) of dimethyl sulfate (Fluka, 99%), with stirring. After stirring at 80° C. for 20 h the mixture is cooled, the precipitate is filtered off and the solvent is stripped off from the filtrate. The crude produ...